This data is from the Open Reaction Database (ORD), a public repository of structured organic reaction records. The task is: describe an organic reaction: reactants, conditions, products, and yield Reactants: NC=1C(=NC(=CC1)Cl)C#N (3-amino-6-chloro-2-cyanopyridine), [I-].[Na+] (sodium iodide). The solvent is CC(CC)=O (n-butanone). Product: NC=1C(=NC(=CC1)I)C#N (3-amino-2-cyano-6-iodopyridine). As a reaction SMILES: [NH2:1][C:2]1[C:3]([C:9]#[N:10])=[N:4][C:5](Cl)=[CH:6][CH:7]=1.[I-:11].[Na+]>CC(=O)CC>[NH2:1][C:2]1[C:3]([C:9]#[N:10])=[N:4][C:5]([I:11])=[CH:6][CH:7]=1 |f:1.2|. Procedure: A stirred suspension of 12.0 grams (0.08 mole) of 3-amino-6-chloro-2-cyanopyridine [prepared by the method of Colbry, Elslager, and Werbel; previously cited] and 26.9 grams (0.18 mole) of sodium iodide in 300 mL of n-butanone is heated at reflux for about 3 days. After this time, the reaction mixture is concentrated under reduced pressure to a residue. The residue is then stirred with about 50 mL of water. The resultant solid is collected by filtration and washed with water. The solid is dried, ... The reactants are NC1=CC=C(C(=O)N2C3=C(CC4=C(C2)C=CC=C4)C=CC=C3)C=C1 (5-(4-aminobenzoyl)-6,11-dihydro-5H-dibenz[b,e]azepine), CC1=C(C(=O)Cl)C=CC(=C1)C (2,4-dimethylbenzoyl chloride). The solvent is ClCCl (dichloromethane). Product: C1=CC=CC=2N(CC3=C(CC21)C=CC=C3)C(=O)C3=CC=C(C=C3)NC(C3=C(C=C(C=C3)C)C)=O (N-[4-[(6,11-Dihydro-5H-dibenz[b,e]azepin-5-yl)carbonyl]phenyl]2,4-dimethylbenzamide). Yield: 56.7%. RXN SMILES: [NH2:1][C:2]1[CH:24]=[CH:23][C:5]([C:6]([N:8]2[CH2:14][C:13]3[CH:15]=[CH:16][CH:17]=[CH:18][C:12]=3[CH2:11][C:10]3[CH:19]=[CH:20][CH:21]=[CH:22][C:9]2=3)=[O:7])=[CH:4][CH:3]=1.[CH3:25][C:26]1[CH:34]=[C:33]([CH3:35])[CH:32]=[CH:31][C:27]=1[C:28](Cl)=[O:29]>ClCCl>[CH:19]1[C:10]2[CH2:11][C:12]3[CH:18]=[CH:17][CH:16]=[CH:15][C:13]=3[CH2:14][N:8]([C:6]([C:5]3[CH:4]=[CH:3][C:2]([NH:1][C:28](=[O:29])[C:27]4[CH:31]=[CH:32][C:33]([CH3:35])=[CH:34][C:26]=4[CH3:25])=[CH:24][CH:23]=3)=[O:7])[C:9]=2[CH:22]=[CH:21][CH:20]=1. Procedure details: As described in Example 9, 0.471 g (1.5 mmol) of 5-(4-aminobenzoyl)-6,11-dihydro-5H-dibenz[b,e]azepine is reacted with 0.303 g (1.8 mmol) of 2,4-dimethylbenzoyl chloride in 10 ml of dichloromethane. The product is recrystallized from hexane-dichloromethane to give 0.38 g of crystals, m.p. 197°-199° C. The reactants are COC1=C(C(=CC(=C1)C=O)I)O (5-iodo vaniline), C1(=CC=CC=C1)CCCNC(CC#N)=O (N-3-phenyl-n-propyl cyanoacetamide), NCCC(=O)O (β-alanine). Run in C(C)O (ethanol). Yields the product 4-hydroxyl-3-iodo-5-methoxyphenyl, C1(=CC=CC=C1)CCCNC(=O)C(C#N)=C ((3-phenyl-n-propyl)aminocarbonyl acrylnitrile). Isolated yield 71.0%. Reaction SMILES: [CH3:1]OC1C=C(C=O)C=C(I)C=1O.[C:13]1([CH2:19][CH2:20][CH2:21][NH:22][C:23](=[O:27])[CH2:24][C:25]#[N:26])[CH:18]=[CH:17][CH:16]=[CH:15][CH:14]=1.NCCC(O)=O>C(O)C>[C:13]1([CH2:19][CH2:20][CH2:21][NH:22][C:23]([C:24](=[CH2:1])[C:25]#[N:26])=[O:27])[CH:18]=[CH:17][CH:16]=[CH:15][CH:14]=1. Procedure details: 0.69 g, of 5-iodo vaniline, 0.5 g N-3-phenyl-n-propyl cyanoacetamide and 50 mg β-alanine in 30 ml ethanol were refluxed 5 hours. Evaporation gave an oil which was triturated with benzene-hexane and filtered to give 3-(4-hydroxyl-3-iodo-5-methoxyphenyl-2[(3-phenyl-n-propyl)aminocarbonyl acrylnitrile as a bright yellow solid (0.82 g, 71% yield, mp-83° C.). (3-methoxy 4 hydroxy 5-iodo α-cis cinnamone (3'phenyl propane) amide). (Should be kept solid and protected from light. Material in solution, 2 ...